This data is from the Open Reaction Database (ORD), a public repository of structured organic reaction records. The task is: describe an organic reaction: reactants, conditions, products, and yield Reactants: C(CC)P1(OP(OP(O1)(=O)CCC)(=O)CCC)=O (T3P), C(CC)P1(OP(OP(O1)(=O)CCC)(=O)CCC)=O (2,4,6-tri-n-propyl-2,4,6-trioxo-1,3,5,2,4,6-trioxatriphosphorinane), ClCCl (dichloromethane), ClCCl (dichloromethane), ClCCl (dichloromethane), C(=O)(OC(C)(C)C)N[C@H](CO)C(=O)O (boc-(D)-serine), CN1CCOCC1 (4-methylmorpholine), C(C1=CC=CC=C1)N (benzylamine). Run at temperature 6 celsius, time 2 hour. The product is C(=O)(OC(C)(C)C)[C@](C(=O)NCC1=CC=CC=C1)(CO)N ((R)-boc-2-amino-N-benzyl-3-hydroxy-propionamide). Yield: 76.5%. As a reaction SMILES: C([NH:8][C@@H:9]([C:12]([OH:14])=[O:13])[CH2:10][OH:11])(OC(C)(C)C)=O.CN1CC[O:19][CH2:18]C1.[CH2:22]([NH2:29])[C:23]1[CH:28]=[CH:27][CH:26]=[CH:25][CH:24]=1.C(P1(=O)OP(CCC)(=O)OP([CH2:44][CH2:45][CH3:46])(=O)O1)CC.Cl[CH2:49]Cl>>[C:12]([C@@:9]([NH2:8])([CH2:10][OH:11])[C:18]([NH:29][CH2:22][C:23]1[CH:28]=[CH:27][CH:26]=[CH:25][CH:24]=1)=[O:19])([O:14][C:45]([CH3:46])([CH3:49])[CH3:44])=[O:13]. Procedure: In a 4 L flask with overhead stirrer, thermometer, dropping funnel and under nitrogen were combined 150 g boc-(D)-serine (0.731 mol) (ee>99%), 2.13 kg dichloromethane and 221.5 g 4-methylmorpholine (2.19 mol). The reactor was cooled in an ice bath to 4-8° C. and 129.4 g benzylamine (1.24 mol) slowly added. After complete addition, a slurry was obtained. 516 g of T3P® in dichloromethane (2,4,6-tri-n-propyl-2,4,6-trioxo-1,3,5,2,4,6-trioxatriphosphorinane as a 50% w/w solution in dichloromethane, 0...